From a dataset of the Open Reaction Database (ORD), a public repository of structured organic reaction records. describe an organic reaction: reactants, conditions, products, and yield Reactants: CN(C)CCNc1nc2ccc3c(c2[n+]([O-])n1)CCC3, ClCCl, ClC(Cl)Cl, O=C(O)C(F)(F)F, O=C(OC(=O)C(F)(F)F)C(F)(F)F, N, OO. Product: CN(C)CCNc1n[n+]([O-])c2c3c(ccc2[n+]1[O-])CCC3. As a reaction SMILES: [CH3:16][N:17]([CH2:18][CH2:19][NH:20][c:21]1[n:22][n+:23]([O-:34])[c:24]2[c:25]([n:26]1)[cH:27][cH:28][c:29]1[c:33]2[CH2:32][CH2:31][CH2:30]1)[CH3:35].[Cl:43][CH2:44][Cl:45].[Cl:46][CH:47]([Cl:48])[Cl:49].[F:36][C:37]([F:38])([F:39])[C:40]([OH:41])=[O:42].[F:3][C:4]([F:5])([F:7])[C:8](=[O:6])[O:9][C:10](=[O:11])[C:12]([F:13])([F:14])[F:15].[NH3:50].[OH:1][OH:2]>>[O-:6][n+:26]1[c:21]([NH:20][CH2:19][CH2:18][N:17]([CH3:16])[CH3:35])[n:22][n+:23]([O-:34])[c:24]2[c:25]1[cH:27][cH:28][c:29]1[c:33]2[CH2:32][CH2:31][CH2:30]1. Reactants: CCOC(C)=O, CS(=O)(=O)Nc1ccc(Oc2ccc3c(c2)CCC(c2ccccc2)O3)nc1, CCCCCCC, CCOCC, Nc1ccc(Oc2ccc3c(c2)CCC(c2ccc(F)cc2)O3)nc1. Yields the product CS(=O)(=O)Nc1ccc(Oc2ccc3c(c2)CCC(c2ccc(F)cc2)O3)nc1. As a reaction SMILES: [C:61]([O:62][CH2:63][CH3:64])(=[O:65])[CH3:66].[CH3:1][S:2](=[O:3])(=[O:4])[NH:5][c:6]1[cH:7][n:8][c:9]([O:12][c:13]2[cH:14][c:15]3[c:20]([cH:21][cH:22]2)[O:19][CH:18]([c:23]2[cH:24][cH:25][cH:26][cH:27][cH:28]2)[CH2:17][CH2:16]3)[cH:10][cH:11]1.[CH3:54][CH2:55][CH2:56][CH2:57][CH2:58][CH2:59][CH3:60].[CH3:67][CH2:68][O:69][CH2:70][CH3:71].[F:29][c:30]1[cH:31][cH:32][c:33]([CH:34]2[CH2:35][CH2:36][c:37]3[c:38]([cH:39][cH:40][c:41]([O:42][c:43]4[n:44][cH:45][c:46]([NH2:47])[cH:48][cH:49]4)[cH:50]3)[O:51]2)[cH:52][cH:53]1>>[CH3:1][S:2](=[O:3])(=[O:4])[NH:5][c:6]1[cH:7][n:8][c:9]([O:12][c:13]2[cH:14][c:15]3[c:20]([cH:21][cH:22]2)[O:19][CH:18]([c:23]2[cH:24][cH:25][c:26]([F:29])[cH:27][cH:28]2)[CH2:17][CH2:16]3)[cH:10][cH:11]1. Reactants: ClC1=NC=C2C(=N1)NN=C2C2=C(C=CC(=C2)F)OC (6-Chloro-3-(5-fluoro-2-methoxy-phenyl)-1H-pyrazolo[3,4-d]pyrimidine), C([O-])(O)=O.[Na+] (sodium bicarbonate), CS(=O)(=O)N1CCC(CC1)N (1-methanesulfonyl-piperidin-4-ylamine), O (water). The solvent is CN(C)C=O (DMF). Run at temperature 100 celsius, time 4 hour. Product: FC=1C=CC(=C(C1)C1=NNC2=NC(=NC=C21)NC2CCN(CC2)S(=O)(=O)C)OC ([3-(5-Fluoro-2-methoxy-phenyl)-1H-pyrazolo[3,4-d]pyrimidin-6-yl]-(1-methanesulfonyl-piperidin-4-yl)-amine). Yield: 35.3%. As a reaction SMILES: Cl[C:2]1[N:7]=[C:6]2[NH:8][N:9]=[C:10]([C:11]3[CH:16]=[C:15]([F:17])[CH:14]=[CH:13][C:12]=3[O:18][CH3:19])[C:5]2=[CH:4][N:3]=1.C(=O)(O)[O-].[Na+].[CH3:25][S:26]([N:29]1[CH2:34][CH2:33][CH:32]([NH2:35])[CH2:31][CH2:30]1)(=[O:28])=[O:27].O>CN(C=O)C>[F:17][C:15]1[CH:14]=[CH:13][C:12]([O:18][CH3:19])=[C:11]([C:10]2[C:5]3[C:6](=[N:7][C:2]([NH:35][CH:32]4[CH2:33][CH2:34][N:29]([S:26]([CH3:25])(=[O:28])=[O:27])[CH2:30][CH2:31]4)=[N:3][CH:4]=3)[NH:8][N:9]=2)[CH:16]=1 |f:1.2|. Procedure details: To a stirred solution of 6-chloro-3-(5-fluoro-2-methoxy-phenyl)-1H-pyrazolo[3,4-d]pyrimidine (Example 24, 97 mg, 0.35 mmol) in DMF (4 mL), sodium bicarbonate (60 mg) and 1-methanesulfonyl-piperidin-4-ylamine (93 mg, 0.52 mmol) were added and the mixture was stirred at 100° C. for 4 hours. The reaction was cooled and the mixture was poured into water (60 mL). The solid was filtered and dried to give a yellow solid, which was purified by reverse phase HPLC to give 52 mg pale yellow solid. Yield, 3... The reactants are O=C(O)c1cc2cc(Cl)ccc2[nH]1, NC(Cc1cccc(Cl)c1)C(=O)N1CCC(O)CC1. The product is O=C(NC(Cc1cccc(Cl)c1)C(=O)N1CCC(O)CC1)c1cc2cc(Cl)ccc2[nH]1. As a reaction SMILES: [Cl:1][c:2]1[cH:3][c:4]2[cH:5][c:6]([C:11](=[O:12])[OH:13])[nH:7][c:8]2[cH:9][cH:10]1.[NH2:14][CH:15]([C:16](=[O:17])[N:18]1[CH2:19][CH2:20][CH:21]([OH:24])[CH2:22][CH2:23]1)[CH2:25][c:26]1[cH:27][c:28]([Cl:32])[cH:29][cH:30][cH:31]1>>[Cl:1][c:2]1[cH:3][c:4]2[cH:5][c:6]([C:11](=[O:13])[NH:14][CH:15]([C:16](=[O:17])[N:18]3[CH2:19][CH2:20][CH:21]([OH:24])[CH2:22][CH2:23]3)[CH2:25][c:26]3[cH:27][c:28]([Cl:32])[cH:29][cH:30][cH:31]3)[nH:7][c:8]2[cH:9][cH:10]1. The reactants are Cc1cc2c(c3c1oc1ccccc13)C(=O)OC2=O, CN(C)CCN, Cc1ccccc1. Product: Cc1cc2c(c3c1oc1ccccc13)C(=O)N(CCN(C)C)C2=O. Reaction SMILES: [CH3:1][c:2]1[cH:3][c:4]2[c:5]([c:6]3[c:7]1[o:8][c:9]1[c:10]3[cH:11][cH:12][cH:13][cH:14]1)[C:15](=[O:16])[O:17][C:18]2=[O:19].[CH3:20][N:21]([CH2:22][CH2:23][NH2:24])[CH3:25].[CH3:26][c:27]1[cH:28][cH:29][cH:30][cH:31][cH:32]1>>[CH3:1][c:2]1[cH:3][c:4]2[c:5]([c:6]3[c:7]1[o:8][c:9]1[c:10]3[cH:11][cH:12][cH:13][cH:14]1)[C:15](=[O:16])[N:24]([CH2:23][CH2:22][N:21]([CH3:20])[CH3:25])[C:18]2=[O:17]. Starting materials: COC(CCC1=CNC2=CC=C(C=C12)C#N)=O (Methy-5-cyanoindole-3-propionate), [OH-].[K+] (KOH). The solvent is CO (MeOH). Yields the product C(#N)C=1C=C2C(=CNC2=CC1)CCC(=O)O (5-Cyanoindole-3-propionic acid). The yield is 100.2%. Reaction SMILES: C[O:2][C:3](=[O:17])[CH2:4][CH2:5][C:6]1[C:14]2[C:9](=[CH:10][CH:11]=[C:12]([C:15]#[N:16])[CH:13]=2)[NH:8][CH:7]=1.[OH-].[K+]>CO>[C:15]([C:12]1[CH:13]=[C:14]2[C:9](=[CH:10][CH:11]=1)[NH:8][CH:7]=[C:6]2[CH2:5][CH2:4][C:3]([OH:17])=[O:2])#[N:16] |f:1.2|. Procedure: Methy-5-cyanoindole-3-propionate (200 mg) was saponified in MeOH (10 mL)/KOH (150 mg, 0.88 mmol) at rt for 18 h. The solution was concentrated in vacuo, dissolved in water and washed with chloroform. The acidic layer was acidified and extracted with ethyl acetate, dried with Na2SO4, filtered and concentrated in vacuo to afford 188 mg of product. 1H NMR (CD3OD) δ ppm 2.83 (t, 2H, J=6.6 Hz), 4.43 (t, 2H, J=6.6 Hz), 6.6 (nd,1H, J3.2 Hz), 7.42 (d, 2H, J=7.3 Hz), 7.43 (s, 1H), 7.61 (d, 1H, J=7.3 Hz),...